From a dataset of the Open Reaction Database (ORD), a public repository of structured organic reaction records. describe an organic reaction: reactants, conditions, products, and yield Reactants: CN(C)c1cccc(N(CC(=O)O)S(=O)(=O)c2ccc(C(C)(C)C)cc2)c1, COc1cc(CNC2CC2)cc(OC)c1. Product: COc1cc(CN(C(=O)CN(c2cccc(N(C)C)c2)S(=O)(=O)c2ccc(C(C)(C)C)cc2)C2CC2)cc(OC)c1. RXN SMILES: [C:1]([CH3:2])([CH3:3])([CH3:4])[c:5]1[cH:6][cH:7][c:8]([S:11](=[O:12])(=[O:13])[N:14]([c:15]2[cH:16][c:17]([N:21]([CH3:22])[CH3:23])[cH:18][cH:19][cH:20]2)[CH2:24][C:25](=[O:26])[OH:27])[cH:9][cH:10]1.[CH:28]1([NH:31][CH2:32][c:33]2[cH:34][c:35]([O:41][CH3:42])[cH:36][c:37]([O:39][CH3:40])[cH:38]2)[CH2:29][CH2:30]1>>[C:1]([CH3:2])([CH3:3])([CH3:4])[c:5]1[cH:6][cH:7][c:8]([S:11](=[O:12])(=[O:13])[N:14]([c:15]2[cH:16][c:17]([N:21]([CH3:22])[CH3:23])[cH:18][cH:19][cH:20]2)[CH2:24][C:25](=[O:26])[N:31]([CH:28]2[CH2:29][CH2:30]2)[CH2:32][c:33]2[cH:34][c:35]([O:41][CH3:42])[cH:36][c:37]([O:39][CH3:40])[cH:38]2)[cH:9][cH:10]1. The reactants are CC#N, COC(=O)C1C(=O)CC2(CC2)NC1=O, O. Product: O=C1CC(=O)NC2(CC2)C1. As a reaction SMILES: [C:16](#[N:17])[CH3:18].[CH3:1][O:2][C:3](=[O:4])[CH:5]1[C:6](=[O:14])[NH:7][C:8]2([CH2:9][CH2:10]2)[CH2:11][C:12]1=[O:13].[OH2:15]>>[CH2:5]1[C:6](=[O:14])[NH:7][C:8]2([CH2:9][CH2:10]2)[CH2:11][C:12]1=[O:13].